This data is from the Open Reaction Database (ORD), a public repository of structured organic reaction records. The task is: describe an organic reaction: reactants, conditions, products, and yield Starting materials: BrCc1ccccc1, [K+], [K+], Nc1cc(Cl)ccc1S, O=C([O-])[O-], CN(C)C=O. Yields the product Nc1cc(Cl)ccc1SCc1ccccc1. As a reaction SMILES: [Br:10][CH2:11][c:12]1[cH:13][cH:14][cH:15][cH:16][cH:17]1.[K+:18].[K+:19].[NH2:1][c:2]1[c:3]([SH:9])[cH:4][cH:5][c:6]([Cl:8])[cH:7]1.[O-:20][C:21]([O-:22])=[O:23].[O:24]=[CH:25][N:26]([CH3:27])[CH3:28]>>[NH2:1][c:2]1[c:3]([S:9][CH2:11][c:12]2[cH:13][cH:14][cH:15][cH:16][cH:17]2)[cH:4][cH:5][c:6]([Cl:8])[cH:7]1.